From a dataset of the Open Reaction Database (ORD), a public repository of structured organic reaction records. describe an organic reaction: reactants, conditions, products, and yield Reactants: [O-]P(=O)([O-])[O-].[K+].[K+].[K+] (K3PO4), C(CO)O (ethylene glycol), C(C1=CC=CC=C1)N (benzylamine), BrC=1C=C(C=CC1)I (3-bromoiodobenzene). The reagents and catalysts are [Cu]I (copper(I) iodide). Solvent: CC(C)O (2-propanol), CCCCCC.C(C)(=O)OCC (hexane ethyl acetate). Yields the product BrC=1C=C(C=CC1)NCC1=CC=CC=C1 (N-(3-bromophenyl)benzylamine). Isolated yield 82.8%. Reaction SMILES: [O-]P([O-])([O-])=O.[K+].[K+].[K+].[CH2:9]([NH2:16])[C:10]1[CH:15]=[CH:14][CH:13]=[CH:12][CH:11]=1.[Br:17][C:18]1[CH:19]=[C:20](I)[CH:21]=[CH:22][CH:23]=1.C(O)CO>[Cu]I.CCCCCC.C(OCC)(=O)C.CC(O)C>[Br:17][C:18]1[CH:23]=[C:22]([NH:16][CH2:9][C:10]2[CH:15]=[CH:14][CH:13]=[CH:12][CH:11]=2)[CH:21]=[CH:20][CH:19]=1 |f:0.1.2.3,8.9|. Procedure: The general procedure under argon or air was followed using copper(I) iodide (10 mg, 0.05 mmol or 2.0 mg, 0.01 mmol), K3PO4 (425 mg, 2.00 mmol), benzylamine (131 μl, 1.20 mmol), 3-bromoiodobenzene (128 μL, 1.00 mmol), ethylene glycol (111 μL, 2.00 mmol) and 2-propanol (1.0 mL). Column chromatography using a solvent mixture (hexane/ethyl acetate=20/1, Rf=0.4) afforded N-(3-bromophenyl)benzylamine (217 mg, 83% isolated yield) as colorless liquid. The spectral data (1H NMR) matched with the literat...